Dataset: the Open Reaction Database (ORD), a public repository of structured organic reaction records. Task: describe an organic reaction: reactants, conditions, products, and yield The reactants are Cl (HCl), CCOC(=O)C (EtOAc), C(C)(C)(C)OC(NC1(CN(C1)C(C1=CC=CC=C1)C1=CC=CC=C1)C)=O ((1-benzhydryl-3-methyl-azetidin-3-yl)-carbamic acid tert-butyl ester). Reaction conditions: time 2 hour. Product: Cl.C(C1=CC=CC=C1)(C1=CC=CC=C1)N1CC(C1)(C)N (1-benzhydryl-3-methyl-azetidin-3-ylamine hydrochloride salt). Yield: 98.0%. RXN SMILES: [ClH:1].CCOC(C)=O.C(OC(=O)[NH:14][C:15]1([CH3:32])[CH2:18][N:17]([CH:19]([C:26]2[CH:31]=[CH:30][CH:29]=[CH:28][CH:27]=2)[C:20]2[CH:25]=[CH:24][CH:23]=[CH:22][CH:21]=2)[CH2:16]1)(C)(C)C>>[ClH:1].[CH:19]([N:17]1[CH2:18][C:15]([NH2:14])([CH3:32])[CH2:16]1)([C:26]1[CH:31]=[CH:30][CH:29]=[CH:28][CH:27]=1)[C:20]1[CH:21]=[CH:22][CH:23]=[CH:24][CH:25]=1 |f:3.4|. Procedure details: To a solution of HCl in EtOAc (4M, 10 mL, 40 mmol) was added (1-benzhydryl-3-methyl-azetidin-3-yl)-carbamic acid tert-butyl ester (0.750 g, 2.128 mmol) and the mixture was stirred for 2 h. The mixture was concentrated to give 1-benzhydryl-3-methyl-azetidin-3-ylamine hydrochloride salt as solid (0.600 g, 2.077 mmol, 98%). 1H NMR (CDCl3, 400 MHz): δ 9.04 (m, 3H), 7.46-7.67 (m, 4H), 7.21-7.42 (m, 6H), 4.35 (m, 2H), 3.89 (m, 2H), 1.52-1.65 (m, 3H). Starting materials: N[C@@H]1C(N([C@@H](C=CC1)C1=CC=CC=C1)CC1=CC=CC=C1)=O ((3S,7S)-3-amino-1-benzyl-7-phenyl-1,3,4,7-tetrahydro-2H-azepin-2-one), FC=1C=C(C=C(C1)F)CC(=O)N[C@@H](C)C(=O)O (N-[(3,5-difluorophenyl)acetyl]-L-alanine), HOBt hydrate, CCN=C=NCCCN(C)C.Cl (EDAC.HCl), CN1CCOCC1 (N-methyl morpholine). The solvent is hexanes EtOAc, C(Cl)Cl (DCM). Reaction conditions: temperature 0 celsius, time 3 hour. Product: C(C1=CC=CC=C1)N1C([C@H](CC=C[C@H]1C1=CC=CC=C1)NC([C@@H](NC(CC1=CC(=CC(=C1)F)F)=O)C)=O)=O (N1-[(3S,7S)-benzyl-2-oxo-7-phenyl-2,3,4,7-tetrahydro-1H-azepin-3-yl]-N2-[(3,5-difluorophenyl)acetyl]-L-alaninamide). Yield: 71.2%. RXN SMILES: [NH2:1][C@H:2]1[CH2:8][CH:7]=[CH:6][C@@H:5]([C:9]2[CH:14]=[CH:13][CH:12]=[CH:11][CH:10]=2)[N:4]([CH2:15][C:16]2[CH:21]=[CH:20][CH:19]=[CH:18][CH:17]=2)[C:3]1=[O:22].[F:23][C:24]1[CH:25]=[C:26]([CH2:31][C:32]([NH:34][C@H:35]([C:37](O)=[O:38])[CH3:36])=[O:33])[CH:27]=[C:28]([F:30])[CH:29]=1.CCN=C=NCCCN(C)C.Cl.CN1CCOCC1>C(Cl)Cl>[CH2:15]([N:4]1[C@H:5]([C:9]2[CH:14]=[CH:13][CH:12]=[CH:11][CH:10]=2)[CH:6]=[CH:7][CH2:8][C@H:2]([NH:1][C:37](=[O:38])[C@H:35]([CH3:36])[NH:34][C:32](=[O:33])[CH2:31][C:26]2[CH:27]=[C:28]([F:30])[CH:29]=[C:24]([F:23])[CH:25]=2)[C:3]1=[O:22])[C:16]1[CH:21]=[CH:20][CH:19]=[CH:18][CH:17]=1 |f:2.3|. Reported procedure: To a solution of (3S,7S)-3-amino-1-benzyl-7-phenyl-1,3,4,7-tetrahydro-2H-azepin-2-one (5d) (40 mg) in DCM (2 mL) at 0° C. under N2 was added N-[(3,5-difluorophenyl)acetyl]-L-alanine (33 mg), HOBt-hydrate (46 mg), EDAC.HCl (39 mg) and N-methyl morpholine (22 mg). The reaction mixture was stirred 1 h at 0° C. and 3 h at RT, then diluted with 30% hexanes/EtOAc (100 mL). The organic phase was consecutively washed with H2O, 0.2 N HCl, saturated NaHCO3, and brine, dried (Na2SO4), filtered and evaporat...